From a dataset of the Open Reaction Database (ORD), a public repository of structured organic reaction records. describe an organic reaction: reactants, conditions, products, and yield The reactants are [BH4-], CO, [Na+], CC(=O)c1cc(-c2ccccc2)nc2ccccc12. Yields the product CC(O)c1cc(-c2ccccc2)nc2ccccc12. Reaction SMILES: [BH4-:20].[CH3:22][OH:23].[Na+:21].[c:1]1(-[c:7]2[n:8][c:9]3[cH:10][cH:11][cH:12][cH:13][c:14]3[c:15]([C:17]([CH3:18])=[O:19])[cH:16]2)[cH:2][cH:3][cH:4][cH:5][cH:6]1>>[c:1]1(-[c:7]2[n:8][c:9]3[cH:10][cH:11][cH:12][cH:13][c:14]3[c:15]([CH:17]([CH3:18])[OH:19])[cH:16]2)[cH:2][cH:3][cH:4][cH:5][cH:6]1. Starting materials: O (water), [OH-].[Na+] (sodium hydroxide), Cl.ClC=1C=C(N)C=CC1OCCC1=CC=CC=C1 (3-chloro-4-(phenethyloxy)aniline hydrochloride). The solvent is C(C)O (ethanol). Product: ClC=1C=C(N)C=CC1OCCC1=CC=CC=C1 (3-chloro-4-(phenethyloxy)aniline). Yield: 71.8%. As a reaction SMILES: O.[OH-].[Na+].Cl.[Cl:5][C:6]1[CH:7]=[C:8]([CH:10]=[CH:11][C:12]=1[O:13][CH2:14][CH2:15][C:16]1[CH:21]=[CH:20][CH:19]=[CH:18][CH:17]=1)[NH2:9]>C(O)C>[Cl:5][C:6]1[CH:7]=[C:8]([CH:10]=[CH:11][C:12]=1[O:13][CH2:14][CH2:15][C:16]1[CH:17]=[CH:18][CH:19]=[CH:20][CH:21]=1)[NH2:9] |f:1.2,3.4|. Procedure: To a mixture of water (50 ml), ethanol (50 ml) and 50% aqueous sodium hydroxide (25 ml) is added 3-chloro-4-(phenethyloxy)aniline hydrochloride (8.25 g; 0.0290 mol). When the solid is all dissolved, the solution is extracted with ether (3×100 ml). The ether solution is washed with brine, dried over potassium carbonate and concentrated under vacuum to yield 5.16 g (77%) of a tan oil. This oil is distilled at 140° C. under 0.005 ml vacuum to afford the product, a colorless liquid. Reactants: BrCC1CCC1, O=C([O-])[O-], Cn1ccnc1-c1c2c(=O)n(C)c(=O)[nH]c2nn1Cc1c[nH]c2ccc(Cl)cc12, [K+], [K+], CN(C)C=O. Yields the product Cn1ccnc1-c1c2c(=O)n(C)c(=O)n(CC3CCC3)c2nn1Cc1c[nH]c2ccc(Cl)cc12. RXN SMILES: [Br:30][CH2:31][CH:32]1[CH2:33][CH2:34][CH2:35]1.[C:36](=[O:37])([O-:38])[O-:39].[Cl:1][c:2]1[cH:3][c:4]2[c:5]([CH2:11][n:12]3[n:13][c:14]4[nH:15][c:16](=[O:29])[n:17]([CH3:28])[c:18](=[O:27])[c:19]4[c:20]3-[c:21]3[n:22]([CH3:26])[cH:23][cH:24][n:25]3)[cH:6][nH:7][c:8]2[cH:9][cH:10]1.[K+:40].[K+:41].[O:42]=[CH:43][N:44]([CH3:45])[CH3:46]>>[Cl:1][c:2]1[cH:3][c:4]2[c:5]([CH2:11][n:12]3[n:13][c:14]4[n:15]([CH2:31][CH:32]5[CH2:33][CH2:34][CH2:35]5)[c:16](=[O:29])[n:17]([CH3:28])[c:18](=[O:27])[c:19]4[c:20]3-[c:21]3[n:22]([CH3:26])[cH:23][cH:24][n:25]3)[cH:6][nH:7][c:8]2[cH:9][cH:10]1. The reactants are FC=1C=CC(=C(C1)S)N (5-fluoro-2-aminobenzenethiol), C(C(=O)OCC)(=O)OCC (diethyl oxalate), O (water), Cl (HCl). Run in CCO (EtOH). The product is FC1=CC2=C(N=C(S2)C(=O)OCC)C=C1 (Ethyl 6-fluoro-1,3-benzothiazole-2-carboxylate). Reaction SMILES: [F:1][C:2]1[CH:3]=[CH:4][C:5]([NH2:9])=[C:6]([SH:8])[CH:7]=1.[C:10](OCC)(=O)[C:11]([O:13][CH2:14][CH3:15])=[O:12].O.Cl>CCO>[F:1][C:2]1[CH:3]=[CH:4][C:5]2[N:9]=[C:10]([C:11]([O:13][CH2:14][CH3:15])=[O:12])[S:8][C:6]=2[CH:7]=1. Reported procedure: A solution of 5-fluoro-2-aminobenzenethiol (0.94 g, 6.6 mmol) in diethyl oxalate (1.8 mL, 13 mmol) is heated at reflux for overnight. The solution is poured into a mixture of water (9.8 mL), conc. HCl (3.3 mL), and EtOH (4.6 mL). The material is extracted with CHCl3 (3×100 mL). The combined organic extracts are dried over MgSO4, filtered and concentrated to yield an oil. The material is purified by chromatography (25% hexanes/75% CHCl3) to afford a solid that is recrystallized from petroleum eth... Starting materials: C(C)(=O)O (acetic acid), O1CCCC1 (tetrahydrofuran), O (water), CSC=1C(C(C(C1)C=CC(CCCCC)O[Si](C)(C)C(C)(C)C)C(CCCCCC(=O)OC)O)=O (2-methylthio-5-(1-hydroxy-6-methoxycarbonylhexyl)-4-(3-t-butyldimethylsilyloxy-1-octenyl)-2-cyclopentenone). Run in C1(=CC=CC=C1)C (Toluene). Reaction conditions: time 24 hour. Product: CSC=1C(C(C(C1)C=CC(CCCCC)O)C(CCCCC)C(=O)OC)=O (2-methylthio-5-(1-methoxycarbonylhexyl)-4-(3-hydroxy-1-octenyl)-2-cyclopentenone). The yield is 65.0%. Reaction SMILES: [CH3:1][S:2][C:3]1[C:4](=[O:35])[CH:5]([CH:24](O)[CH2:25][CH2:26][CH2:27][CH2:28][CH2:29]C(OC)=O)[CH:6]([CH:8]=[CH:9][CH:10]([O:16][Si](C(C)(C)C)(C)C)[CH2:11][CH2:12][CH2:13][CH2:14][CH3:15])[CH:7]=1.[C:36]([OH:39])(=[O:38])C.O1CCC[CH2:41]1.O>C1(C)C=CC=CC=1>[CH3:1][S:2][C:3]1[C:4](=[O:35])[CH:5]([CH:24]([C:36]([O:39][CH3:41])=[O:38])[CH2:25][CH2:26][CH2:27][CH2:28][CH3:29])[CH:6]([CH:8]=[CH:9][CH:10]([OH:16])[CH2:11][CH2:12][CH2:13][CH2:14][CH3:15])[CH:7]=1. Procedure details: To 350 mg of 2-methylthio-5-(1-hydroxy-6-methoxycarbonylhexyl)-4-(3-t-butyldimethylsilyloxy-1-octenyl)-2-cyclopentenone obtained in Example 6 was added a solvent mixture of 10 ml of acetic acid, 5 ml of tetrahydrofuran, and 5 ml of water, and the mixture was stirred for 24 hours. Toluene was then added, and after concentration, the concentrate was diluted with saturated aqueous sodium hydrogencarbonate and extracted with ethyl acetate. Subsequently, the extract was washed with saturated aqueous ... Reactants: ClCCCS(=O)(=O)Cl (3-chloropropanesulfonyl chloride), ClCCl (dichloromethane), C(C1=CC=CC=C1)NCCCCOC=1C=C2C=CC(NC2=CC1)=O (6-(4-benzylaminobutoxy)carbostyril). Run in C(C)N(CC)CC (triethylamine). Reaction conditions: time 1 day. Product: ClCCCS(=O)(=O)N(CC1=CC=CC=C1)CCCCOC=1C=C2C=CC(NC2=CC1)=O (6-{4-[N-(3-chloropropylsulfonyl)-N-benzylamino]butoxy}carbostyril). Reaction SMILES: [Cl:1][CH2:2][CH2:3][CH2:4][S:5](Cl)(=[O:7])=[O:6].ClCCl.[CH2:12]([NH:19][CH2:20][CH2:21][CH2:22][CH2:23][O:24][C:25]1[CH:26]=[C:27]2[C:32](=[CH:33][CH:34]=1)[NH:31][C:30](=[O:35])[CH:29]=[CH:28]2)[C:13]1[CH:18]=[CH:17][CH:16]=[CH:15][CH:14]=1>C(N(CC)CC)C>[Cl:1][CH2:2][CH2:3][CH2:4][S:5]([N:19]([CH2:20][CH2:21][CH2:22][CH2:23][O:24][C:25]1[CH:26]=[C:27]2[C:32](=[CH:33][CH:34]=1)[NH:31][C:30](=[O:35])[CH:29]=[CH:28]2)[CH2:12][C:13]1[CH:18]=[CH:17][CH:16]=[CH:15][CH:14]=1)(=[O:7])=[O:6]. Reported procedure: 6.6 ml of 3-chloropropanesulfonyl chloride was dropwise added, at 0° C., to a dichloromethane solution containing 8 g of 6-(4-benzylaminobutoxy)carbostyril and 7.6 ml of triethylamine. The mixture was stirred at room temperature for 1 day. The reaction mixture was washed with 10% hydrochloric acid and water in this order and dried with magnesium sulfate. The solvent was removed by distillation. The resulting residue was dissolved in 30 ml of dioxane. To the solution was added 10 ml of a 10% pota... Isolated yield 88.6%. Yields the product C(#N)C=1C=C(C=CC1)COC=1C=C(C=C(C1)C)OS(=O)(=O)C1=C(C=CC=C1)Cl (2-Chlorobenzenesulfonic acid 3-[(3-cyanophenyl)methoxy]-5-methylphenyl ester). The solvent is O1CCCC1 (tetrahydrofuran). The reactants are N(=NC(=O)OCC)C(=O)OCC (Diethyl azodicarboxylate), OC=1C=C(C=C(C1)C)OS(=O)(=O)C1=C(C=CC=C1)Cl (2-chlorobenzenesulfonic acid 3-hydroxy-5-methylphenyl ester), C(#N)C=1C=C(CO)C=CC1 (3-cyanobenzyl alcohol), C1(=CC=CC=C1)P(C1=CC=CC=C1)C1=CC=CC=C1 (triphenylphosphine). Reaction conditions: temperature 0 celsius, time 3 hour. As a reaction SMILES: N(C(OCC)=O)=NC(OCC)=O.[OH:13][C:14]1[CH:15]=[C:16]([O:21][S:22]([C:25]2[CH:30]=[CH:29][CH:28]=[CH:27][C:26]=2[Cl:31])(=[O:24])=[O:23])[CH:17]=[C:18]([CH3:20])[CH:19]=1.[C:32]([C:34]1[CH:35]=[C:36]([CH:39]=[CH:40][CH:41]=1)[CH2:37]O)#[N:33].C1(P(C2C=CC=CC=2)C2C=CC=CC=2)C=CC=CC=1>O1CCCC1>[C:32]([C:34]1[CH:35]=[C:36]([CH2:37][O:13][C:14]2[CH:15]=[C:16]([O:21][S:22]([C:25]3[CH:30]=[CH:29][CH:28]=[CH:27][C:26]=3[Cl:31])(=[O:24])=[O:23])[CH:17]=[C:18]([CH3:20])[CH:19]=2)[CH:39]=[CH:40][CH:41]=1)#[N:33]. Procedure: Diethyl azodicarboxylate (349 mg, 2.0 mmol) was added to a solution of 2-chlorobenzenesulfonic acid 3-hydroxy-5-methylphenyl ester (900 mg, 3.0 mmol), as prepared in step (c) of Example 1, 3-cyanobenzyl alcohol (400 mg, 3.0 mmol; Yoon et al., J. Org. Chem. 38:2786-2792 (1973)), and triphenylphosphine (525 mg, 2.0 mmol) in tetrahydrofuran (20 mL) at 0° C. The mixture was stirred at 0° C. for 2 h and at room temperature for 3 h. The reaction mixture was quenched with water (50 mL) and extracted wi... Reported procedure: The title compound is prepared analogously as described for GP1 using 5-(3,4-dimethoxyphenyl)-4,4-dimethyl-2-(piperidin-4-yl)-2,4-dihydro-3H-pyrazol-3-one hydrochloride (compound B1*HCl) and 2,6-difluorobenzoyl chloride as starting compounds. The crude product is purified by crystallization from EA and diethyl ether to yield the title compound. Reaction SMILES: Cl.[CH3:2][O:3][C:4]1[CH:5]=[C:6]([C:12]2[C:13]([CH3:25])([CH3:24])[C:14](=[O:23])[N:15]([CH:17]3[CH2:22][CH2:21][NH:20][CH2:19][CH2:18]3)[N:16]=2)[CH:7]=[CH:8][C:9]=1[O:10][CH3:11].[F:26][C:27]1[CH:35]=[CH:34][CH:33]=[C:32]([F:36])[C:28]=1[C:29](Cl)=[O:30]>>[F:26][C:27]1[CH:35]=[CH:34][CH:33]=[C:32]([F:36])[C:28]=1[C:29]([N:20]1[CH2:21][CH2:22][CH:17]([N:15]2[C:14](=[O:23])[C:13]([CH3:25])([CH3:24])[C:12]([C:6]3[CH:7]=[CH:8][C:9]([O:10][CH3:11])=[C:4]([O:3][CH3:2])[CH:5]=3)=[N:16]2)[CH2:18][CH2:19]1)=[O:30] |f:0.1|. The product is FC1=C(C(=CC=C1)F)C(=O)N1CCC(CC1)N1N=C(C(C1=O)(C)C)C1=CC(=C(C=C1)OC)OC (2-{1-[(2,6-Difluorophenyl)carbonyl]piperidin-4-yl}-5-(3,4-dimethoxyphenyl)-4,4-dimethyl-2,4-dihydro-3H-pyrazol-3-one). Starting materials: Cl.COC=1C=C(C=CC1OC)C=1C(C(N(N1)C1CCNCC1)=O)(C)C (5-(3,4-dimethoxyphenyl)-4,4-dimethyl-2-(piperidin-4-yl)-2,4-dihydro-3H-pyrazol-3-one hydrochloride), Cl.COC=1C=C(C=CC1OC)C=1C(C(N(N1)C1CCNCC1)=O)(C)C (5-(3,4-dimethoxyphenyl)-4,4-dimethyl-2-(piperidin-4-yl)-2,4-dihydro-3H-pyrazol-3-one hydrochloride), FC1=C(C(=O)Cl)C(=CC=C1)F (2,6-difluorobenzoyl chloride). Starting materials: COC(C1=CC(=C(C(=C1)S(N)(=O)=O)OC1=CC=CC=C1)[N+](=O)[O-])=O (3-nitro-4-phenoxy-5-sulphamylbenzoic acid methyl ester), amino, CC(=O)C (acetone). The reagents and catalysts are [Ni] (Raney nickel). Run in CO (methanol). Product: COC(C1=CC(=C(C(=C1)S(N)(=O)=O)OC1=CC=CC=C1)N)=O (3-Amino-4-phenoxy-5-sulphamylbenzoic acid methyl ester). Reaction SMILES: [CH3:1][O:2][C:3](=[O:24])[C:4]1[CH:9]=[C:8]([S:10](=[O:13])(=[O:12])[NH2:11])[C:7]([O:14][C:15]2[CH:20]=[CH:19][CH:18]=[CH:17][CH:16]=2)=[C:6]([N+:21]([O-])=O)[CH:5]=1.CC(C)=O>CO.[Ni]>[CH3:1][O:2][C:3](=[O:24])[C:4]1[CH:9]=[C:8]([S:10](=[O:13])(=[O:12])[NH2:11])[C:7]([O:14][C:15]2[CH:20]=[CH:19][CH:18]=[CH:17][CH:16]=2)=[C:6]([NH2:21])[CH:5]=1. Reported procedure: 35 g (~0.1 mol) of 3-nitro-4-phenoxy-5-sulphamylbenzoic acid methyl ester are suspended in 150 ml of methanol and are hydrogenated with Raney nickel (5-10%) in an autoclave at 40° -50° and 100 atmospheres gauge. The precipitated amino compound is dissolved by the addition of acetone on a steambath and the Raney nickel is removed by filtration.